This data is from the Open Reaction Database (ORD), a public repository of structured organic reaction records. The task is: describe an organic reaction: reactants, conditions, products, and yield Reactants: COC1=CC=C(C=C1)C(C1=CC=CC=C1)(C1=CC=C(C=C1)OC)NC1=N[C@](C(C(N1C)=O)(C)C)(C)C1=C(C=CC(=C1)Br)F ((S)-2-{[bis-(4-methoxy-phenyl)-phenyl-methyl]-amino}-6-(5-bromo-2-fluoro-phenyl)-3,5,5,6-tetramethyl-5,6-dihydro-3H-pyrimidin-4-one), COC1=CC=C(C=C1)C(C1=CC=CC=C1)(C1=CC=C(C=C1)OC)NC1=N[C@](C(C(N1C)=O)(C)C)(C)C1=C(C=CC(=C1)Br)F ((S)-2-{[bis-(4-methoxy-phenyl)-phenyl-methyl]-amino}-6-(5-bromo-2-fluoro-phenyl)-3,5,5,6-tetramethyl-5,6-dihydro-3H-pyrimidin-4-one), NC1=C(C=C(C#N)C=C1)OC(F)(F)F (4-amino-3-trifluoromethoxy-benzonitrile). The product is NC=1N(C(C([C@@](N1)(C)C=1C=C(C=CC1F)NC1=C(C=C(C#N)C=C1)OC(F)(F)F)(C)C)=O)C ((S)-4-(3-(2-Amino-1,4,5,5-tetramethyl-6-oxo-1,4,5,6-tetrahydropyrimidin-4-yl)-4-fluorophenylamino)-3-(trifluoromethoxy)benzonitrile). RXN SMILES: COC1C=CC(C([NH:24][C:25]2[N:30]([CH3:31])[C:29](=[O:32])[C:28]([CH3:34])([CH3:33])[C@:27]([C:36]3[CH:41]=[C:40](Br)[CH:39]=[CH:38][C:37]=3[F:43])([CH3:35])[N:26]=2)(C2C=CC(OC)=CC=2)C2C=CC=CC=2)=CC=1.[NH2:44][C:45]1[CH:52]=[CH:51][C:48]([C:49]#[N:50])=[CH:47][C:46]=1[O:53][C:54]([F:57])([F:56])[F:55]>>[NH2:24][C:25]1[N:30]([CH3:31])[C:29](=[O:32])[C:28]([CH3:34])([CH3:33])[C@:27]([C:36]2[CH:41]=[C:40]([NH:44][C:45]3[CH:52]=[CH:51][C:48]([C:49]#[N:50])=[CH:47][C:46]=3[O:53][C:54]([F:55])([F:56])[F:57])[CH:39]=[CH:38][C:37]=2[F:43])([CH3:35])[N:26]=1. Reported procedure: The coupling of (S)-2-{[bis-(4-methoxy-phenyl)-phenyl-methyl]-amino}-6-(5-bromo-2-fluoro-phenyl)-3,5,5,6-tetramethyl-5,6-dihydro-3H-pyrimidin-4-one (intermediate K) and 4-amino-3-trifluoromethoxy-benzonitrile according to procedure B followed by deprotection yielded the title compound as an off-white solid. MS (ESI): m/z=464.3 [M+H]+.